Dataset: the Open Reaction Database (ORD), a public repository of structured organic reaction records. Task: describe an organic reaction: reactants, conditions, products, and yield The reactants are O=Cc1ccc(OCc2ccccc2)cc1, CO, ONC1CCCCCCC1, Cl, O. Product: [O-][N+](=Cc1ccc(OCc2ccccc2)cc1)C1CCCCCCC1. Reaction SMILES: [CH2:1]([c:2]1[cH:3][cH:4][cH:5][cH:6][cH:7]1)[O:8][c:9]1[cH:10][cH:11][c:12]([CH:13]=[O:14])[cH:15][cH:16]1.[CH3:29][OH:30].[CH:17]1([NH:25][OH:26])[CH2:18][CH2:19][CH2:20][CH2:21][CH2:22][CH2:23][CH2:24]1.[ClH:27].[OH2:28]>>[CH2:1]([c:2]1[cH:3][cH:4][cH:5][cH:6][cH:7]1)[O:8][c:9]1[cH:10][cH:11][c:12]([CH:13]=[N+:25]([CH:17]2[CH2:18][CH2:19][CH2:20][CH2:21][CH2:22][CH2:23][CH2:24]2)[O-:26])[cH:15][cH:16]1.